From a dataset of the Open Reaction Database (ORD), a public repository of structured organic reaction records. describe an organic reaction: reactants, conditions, products, and yield Starting materials: C(C)C1=CC2=C(N(C(NC2=O)=O)CC2=CC=C(C=C2)C=2C(=CC=CC2)C#N)S1 (4′-[(6-ethyl-2,4-dioxo-3,4-dihydrothieno[2,3-d]pyrimidin-1(2H)-yl)methyl]biphenyl-2-carbonitrile), BrCC(=O)C1=C(C=C(C=C1)OC)OC (2-bromo-1-(2,4-dimethoxyphenyl)ethanone), CN(C=O)C (N,N-dimethylformamide), [H-].[Na+] (sodium hydride). Run in C(C)(=O)OCC (ethyl acetate). Run at time 2 hour. The product is COC1=C(C=CC(=C1)OC)C(CN1C(N(C2=C(C1=O)C=C(S2)CC)CC2=CC=C(C=C2)C=2C(=CC=CC2)C#N)=O)=O (4′-{[3-[2-(2,4-dimethoxyphenyl)-2-oxoethyl]-6-ethyl-2,4-dioxo-3,4-dihydrothieno[2,3-d]pyrimidin-1(2H)-yl]methyl}biphenyl-2-carbonitrile). Yield: 62.3%. RXN SMILES: [CH2:1]([C:3]1[S:28][C:6]2[N:7]([CH2:13][C:14]3[CH:19]=[CH:18][C:17]([C:20]4[C:21]([C:26]#[N:27])=[CH:22][CH:23]=[CH:24][CH:25]=4)=[CH:16][CH:15]=3)[C:8](=[O:12])[NH:9][C:10](=[O:11])[C:5]=2[CH:4]=1)[CH3:2].Br[CH2:30][C:31]([C:33]1[CH:38]=[CH:37][C:36]([O:39][CH3:40])=[CH:35][C:34]=1[O:41][CH3:42])=[O:32].CN(C)C=O.[H-].[Na+]>C(OCC)(=O)C>[CH3:42][O:41][C:34]1[CH:35]=[C:36]([O:39][CH3:40])[CH:37]=[CH:38][C:33]=1[C:31](=[O:32])[CH2:30][N:9]1[C:10](=[O:11])[C:5]2[CH:4]=[C:3]([CH2:1][CH3:2])[S:28][C:6]=2[N:7]([CH2:13][C:14]2[CH:19]=[CH:18][C:17]([C:20]3[C:21]([C:26]#[N:27])=[CH:22][CH:23]=[CH:24][CH:25]=3)=[CH:16][CH:15]=2)[C:8]1=[O:12] |f:3.4|. Procedure details: To a mixture of 4′-[(6-ethyl-2,4-dioxo-3,4-dihydrothieno[2,3-d]pyrimidin-1(2H)-yl)methyl]biphenyl-2-carbonitrile (1 g), 2-bromo-1-(2,4-dimethoxyphenyl)ethanone (0.83 g) and N,N-dimethylformamide (50 mL) was added 60% sodium hydride (0.15 g), and the mixture was stirred at room temperature for 2 hr. The reaction mixture was diluted with ethyl acetate, washed with 5% potassium hydrogensulfate and then saturated brine, and dried over anhydrous magnesium sulfate. The solvent was evaporated under red...